From a dataset of the Open Reaction Database (ORD), a public repository of structured organic reaction records. describe an organic reaction: reactants, conditions, products, and yield Starting materials: CC(=O)O, CC1=C(C)C(C)C(c2ccccc2C=O)=C1C, CCO, CC(C)c1cccc(C(C)C)c1N. Yields the product CC1=C(C)C(C)C(c2ccccc2C=Nc2c(C(C)C)cccc2C(C)C)=C1C. As a reaction SMILES: [CH3:18][C:19](=[O:20])[OH:21].[CH3:1][C:2]1=[C:3]([c:10]2[c:11]([CH:12]=[O:13])[cH:14][cH:15][cH:16][cH:17]2)[CH:4]([CH3:9])[C:5]([CH3:8])=[C:6]1[CH3:7].[CH3:35][CH2:36][OH:37].[CH:22]([CH3:23])([CH3:24])[c:25]1[c:26]([NH2:27])[c:28]([CH:32]([CH3:33])[CH3:34])[cH:29][cH:30][cH:31]1>>[CH3:1][C:2]1=[C:3]([c:10]2[c:11]([CH:12]=[N:27][c:26]3[c:25]([CH:22]([CH3:23])[CH3:24])[cH:31][cH:30][cH:29][c:28]3[CH:32]([CH3:33])[CH3:34])[cH:14][cH:15][cH:16][cH:17]2)[CH:4]([CH3:9])[C:5]([CH3:8])=[C:6]1[CH3:7]. Reactants: C(=O)=O (CO2), NNC(=O)NN (carbohydrazide), C([O-])(O)=O.[Na+] (sodium bicarbonate), C(CCC)S(=O)(=O)Cl (1-butanesulfonyl chloride). Run in O (water), CO (methanol). Product: C(CCC)S(=O)(=O)NNC(=O)NNS(=O)(=O)CCCC (1,5-bis(n-butanesulfonyl) carbohydrazide). Reaction SMILES: [NH2:1][NH:2][C:3]([NH:5][NH2:6])=[O:4].C(=O)(O)[O-].[Na+].[CH2:12]([S:16](Cl)(=[O:18])=[O:17])[CH2:13][CH2:14][CH3:15].C(=O)=O>O.CO>[CH2:12]([S:16]([NH:1][NH:2][C:3]([NH:5][NH:6][S:16]([CH2:12][CH2:13][CH2:14][CH3:15])(=[O:18])=[O:17])=[O:4])(=[O:18])=[O:17])[CH2:13][CH2:14][CH3:15] |f:1.2|. Procedure details: A mixture of 11.25 g (0.125 mole) carbohydrazide, 25 g sodium bicarbonate, 200 ml methanol and 37 g (0.25 mole) 1-butanesulfonyl chloride was heated to 60° C until evolution of CO2 ceased. The mix was cooled and water was added to precipitate the product. The initial precipitate weighed 12 g (dry). This melted with decomposition at 195°-197° C. Starting materials: FC1=CC=C(C#N)C=C1 (4-fluorobenzonitrile), N1CCOCC1 (morpholine), [F-].[K+] (KF). The solvent is CCOC(=O)C (EtOAc), CS(=O)C (dimethyl sulfoxide). Conditions: temperature 150 celsius. Product: N1(CCOCC1)C1=CC=C(C#N)C=C1 (4-(4-morpholinyl)benzonitrile). Yield: 59.8%. RXN SMILES: F[C:2]1[CH:9]=[CH:8][C:5]([C:6]#[N:7])=[CH:4][CH:3]=1.[NH:10]1[CH2:15][CH2:14][O:13][CH2:12][CH2:11]1.[F-].[K+]>CS(C)=O.CCOC(C)=O>[N:10]1([C:2]2[CH:9]=[CH:8][C:5]([C:6]#[N:7])=[CH:4][CH:3]=2)[CH2:15][CH2:14][O:13][CH2:12][CH2:11]1 |f:2.3|. Procedure details: A solution of 4-fluorobenzonitrile (1.00 g, 8.26 mmol) and morpholine (0.77 mL, 9.08 mmol) in dimethyl sulfoxide (40 mL) was treated with 37% KF on alumina, and the mixture was heated at 150° C. for 5 h. After cooling, the mixture was diluted with EtOAc and filtered through diatomaceous earth. The filtrate was washed with water (3×), brine (1×), and then dried with magnesium sulfate. The extract was concentrated and the residue was purified by chromatography (SiO2, 20 to 30% EtOAc in hexanes) yi... Isolated yield 73.2%. Product: C(C)(C)(C)OC(=O)C1=C2SC=3C(=C(C=C(C3N(C2=CC=C1OC)C)CN)OC)CC(=O)OCC1=CC=CC=C1 (benzyl (6-tert.-butoxycarbonyl-aminomethyl-3,7-dimethoxy-10-methyl-phenothiazin-4-yl)-acetate). Starting materials: C(C)(C)(C)OC(=O)C1=C2SC=3C(=C(C=C(C3N(C2=CC=C1OC)C)CN)OC)CC(=O)O ((6-tert.-butoxycarbonyl-aminomethyl-3,7-dimethoxy-10-methyl-phenothiazin-4-yl)-acetic acid), C(C1=CC=CC=C1)O (benzyl alcohol), N,N-dimethylaminopyridine, N,N-dicyclohexylcarbodiimide, ice. The solvent is C(Cl)Cl (methylene chloride), C(Cl)Cl (methylene chloride). Reported procedure: A solution of 158 mg (0.77 mmol) of N,N-dicyclohexylcarbodiimide in methylene chloride was added dropwise to an ice-cooled solution of 3.20 mg (0.695 mmol) of (6-tert.-butoxycarbonyl-aminomethyl-3,7-dimethoxy-10-methyl-phenothiazin-4-yl)-acetic acid, 90.2 mg (0.84 mmol) of benzyl alcohol and 20 mg of N,N-dimethylaminopyridine in 2.5 ml of methylene chloride. The reaction mixture was stirred at room temperature overnight and filtered. The filter residue was washed with methylene chloride. The com... Reaction conditions: time 8 hour. RXN SMILES: [C:1]([O:5][C:6]([C:8]1[C:21]([O:22][CH3:23])=[CH:20][CH:19]=[C:18]2[C:9]=1[S:10][C:11]1[C:12]([CH2:29][C:30]([OH:32])=[O:31])=[C:13]([O:27][CH3:28])[CH:14]=[C:15]([CH2:25][NH2:26])[C:16]=1[N:17]2[CH3:24])=[O:7])([CH3:4])([CH3:3])[CH3:2].[CH2:33](O)[C:34]1[CH:39]=[CH:38][CH:37]=[CH:36][CH:35]=1>C(Cl)Cl>[C:1]([O:5][C:6]([C:8]1[C:21]([O:22][CH3:23])=[CH:20][CH:19]=[C:18]2[C:9]=1[S:10][C:11]1[C:12]([CH2:29][C:30]([O:32][CH2:33][C:34]3[CH:39]=[CH:38][CH:37]=[CH:36][CH:35]=3)=[O:31])=[C:13]([O:27][CH3:28])[CH:14]=[C:15]([CH2:25][NH2:26])[C:16]=1[N:17]2[CH3:24])=[O:7])([CH3:4])([CH3:2])[CH3:3]. Reactants: C(O)([O-])=O.[Na+] (sodium hydrogen carbonate), FC1=C(C(=CC(=C1)I)F)C(C)O (1-(2,6-difluoro-4-iodo-phenyl)-ethanol), Cl[O-].[Na+] (sodium hypochlorite). Reagents/catalysts: [Br-].C(CCC)[N+](CCCC)(CCCC)CCCC (tetrabutylammonium bromide), CC1(CCCC(N1[O])(C)C)C (2,2,6,6-tetramethylpiperidine-1-oxyl). Solvent: C(Cl)Cl (methylene chloride), [Cl-].[Na+].O (brine), C(Cl)Cl (methylene chloride). Yields the product FC1=C(C(=CC(=C1)I)F)C(C)=O (1-(2,6-difluoro-4-iodo-phenyl)-ethanone). Yield: 94.2%. As a reaction SMILES: [F:1][C:2]1[CH:7]=[C:6]([I:8])[CH:5]=[C:4]([F:9])[C:3]=1[CH:10]([OH:12])[CH3:11].C(=O)([O-])O.[Na+].Cl[O-].[Na+]>C(Cl)Cl.[Br-].C([N+](CCCC)(CCCC)CCCC)CCC.[Cl-].[Na+].O.CC1(C)N([O])C(C)(C)CCC1>[F:1][C:2]1[CH:7]=[C:6]([I:8])[CH:5]=[C:4]([F:9])[C:3]=1[C:10](=[O:12])[CH3:11] |f:1.2,3.4,6.7,8.9.10,^1:48|. Procedure: To a solution of 1-(2,6-difluoro-4-iodo-phenyl)-ethanol (561 mg, 1.98 mmol) in methylene chloride (25 mL) cooled in an ice/water bath were added 2,2,6,6-tetramethylpiperidine-1-oxyl (TEMPO) (3 mg, 0.12 mmol), sodium hydrogen carbonate (75 mg, 0.89 mmol) and tetrabutylammonium bromide (19 mg, 0.06 mmol). To this resulting mixture was added a 5% aqueous sodium hypochlorite solution in a dropwise manner until TLC indicated the reaction to be complete. The reaction mixture was diluted with methylene... Reactants: [H-].[Al+3].[Li+].[H-].[H-].[H-] (Lithium aluminum hydride), C(C)OC(=O)C1=C(N=C(O1)C1=CN(C2=C(C=CC=C12)OC)CC1CCCCC1)C (2-(1-cyclohexylmethyl-7-methoxy-1H-indol-3-yl)-4-methyl-oxazole-5-carboxylic acid ethyl ester), C1(CCCCC1)CN1C=C(C2=CC=CC(=C12)OC)C=1OC=C(N1)C (1-cyclohexylmethyl-7-methoxy-3-(4-methyl-oxazol-2-yl)-1H-indole), O.O.O.O.O.O.O.O.O.O.S(=O)(=O)([O-])[O-].[Na+].[Na+] (sodium sulfate decahydrate). Solvent: O1CCCC1 (tetrahydrofuran), C(C)OCC (diethyl ether). Run at temperature 0 celsius, time 20 minute. Product: C1(CCCCC1)CN1C=C(C2=CC=CC(=C12)OC)C=1OC(=C(N1)C)CO ([2-(1-cyclohexylmethyl-7-methoxy-1H-indol-3-yl)4-methyl-oxazol-5-yl]-methanol). RXN SMILES: [H-].[Al+3].[Li+].[H-].[H-].[H-].C([O:9][C:10]([C:12]1[O:16][C:15]([C:17]2[C:25]3[C:20](=[C:21]([O:26][CH3:27])[CH:22]=[CH:23][CH:24]=3)[N:19]([CH2:28][CH:29]3[CH2:34][CH2:33][CH2:32][CH2:31][CH2:30]3)[CH:18]=2)=[N:14][C:13]=1[CH3:35])=O)C.C1(CN2C3C(=CC=CC=3OC)C(C3OC=C(C)N=3)=C2)CCCCC1.O.O.O.O.O.O.O.O.O.O.S([O-])([O-])(=O)=O.[Na+].[Na+]>O1CCCC1.C(OCC)C>[CH:29]1([CH2:28][N:19]2[C:20]3[C:25](=[CH:24][CH:23]=[CH:22][C:21]=3[O:26][CH3:27])[C:17]([C:15]3[O:16][C:12]([CH2:10][OH:9])=[C:13]([CH3:35])[N:14]=3)=[CH:18]2)[CH2:34][CH2:33][CH2:32][CH2:31][CH2:30]1 |f:0.1.2.3.4.5,8.9.10.11.12.13.14.15.16.17.18.19.20|. Reported procedure: Lithium aluminum hydride (1M solution in diethyl ether; 5.8 ml, 5.8 mmol) was added dropwise to a mixture of 2-(1-cyclohexylmethyl-7-methoxy-1H-indol-3-yl)-4-methyl-oxazole-5-carboxylic acid ethyl ester and 1-cyclohexylmethyl-7-methoxy-3-(4-methyl-oxazol-2-yl)-1H-indole (1171 mg) dissolved in tetrahydrofuran (20 ml) under ice-methanol cooling. The resulting mixture was stirred for 20 minutes at 0° C., then diluted with diethyl ether (40 ml). Excess sodium sulfate decahydrate was added and the re... Starting materials: C(C)OC(=O)C1=C(CCC1)C=1C=C2C(=CNC2=CC1)C#N (2-(3-cyano-1H-indol-5-yl)-cyclopent-1-enecarboxylic acid ethyl ester). The reagents and catalysts are [Pd] (palladium(0)). Solvent: CO (methanol). Product: C(C)OC(=O)[C@H]1[C@H](CCC1)C=1C=C2C(=CNC2=CC1)C#N (cis-2-(3-Cyano-1H-indol-5-yl)-cyclopentanecarboxylic acid ethyl ester). As a reaction SMILES: [CH2:1]([O:3][C:4]([C:6]1[CH2:10][CH2:9][CH2:8][C:7]=1[C:11]1[CH:12]=[C:13]2[C:17](=[CH:18][CH:19]=1)[NH:16][CH:15]=[C:14]2[C:20]#[N:21])=[O:5])[CH3:2]>CO.[Pd]>[CH2:1]([O:3][C:4]([C@@H:6]1[CH2:10][CH2:9][CH2:8][C@@H:7]1[C:11]1[CH:12]=[C:13]2[C:17](=[CH:18][CH:19]=1)[NH:16][CH:15]=[C:14]2[C:20]#[N:21])=[O:5])[CH3:2]. Procedure: A solution of 2-(3-cyano-1H-indol-5-yl)-cyclopent-1-enecarboxylic acid ethyl ester (0.97 g, 3.46 mMol) in methanol (50 mL) was treated with 10% palladium(0) on carbon (0.35 g) and hydrogenated at 50 psi in a Parr apparatus for 22 h. The mixture was filtered through Celite® 545 and concentrated in vacuo to give the product as a clear oil which solidified upon standing (0.95 g, 97%). 1H-NMR (500 MHz, CDCl3) δ 8.76 (1H, br s), 7.65 (1H, d, J=2.0 Hz), 7.60 (1H, s), 7.25 (1H, d, J=8.5 Hz), 7.18 (1H, ... Reactants: O=C(O)Cc1csc(NC(=O)c2ccc(Cl)cc2)n1, Cl, O=C1OCCN1CCN1CCNCC1. The product is O=C(Nc1nc(CC(=O)N2CCN(CCN3CCOC3=O)CC2)cs1)c1ccc(Cl)cc1. Reaction SMILES: [Cl:1][c:2]1[cH:3][cH:4][c:5]([C:6](=[O:7])[NH:8][c:9]2[s:10][cH:11][c:12]([CH2:14][C:15](=[O:16])[OH:17])[n:13]2)[cH:18][cH:19]1.[ClH:20].[N:21]1([CH2:27][CH2:28][N:29]2[C:30](=[O:34])[O:31][CH2:32][CH2:33]2)[CH2:22][CH2:23][NH:24][CH2:25][CH2:26]1>>[Cl:1][c:2]1[cH:3][cH:4][c:5]([C:6](=[O:7])[NH:8][c:9]2[s:10][cH:11][c:12]([CH2:14][C:15](=[O:17])[N:24]3[CH2:23][CH2:22][N:21]([CH2:27][CH2:28][N:29]4[C:30](=[O:34])[O:31][CH2:32][CH2:33]4)[CH2:26][CH2:25]3)[n:13]2)[cH:18][cH:19]1.